This data is from the Open Reaction Database (ORD), a public repository of structured organic reaction records. The task is: describe an organic reaction: reactants, conditions, products, and yield Reactants: CC(=O)[O-], O=C([O-])CC(O)(CC(=O)[O-])C(=O)[O-], CC(=O)O, CN(CC(CC=O)c1ccc(Cl)c(Cl)c1)C(=O)c1cc(C#N)cc2ccccc12, FC(F)(F)c1sccc1C1CCNCC1, [Na+]. Product: O=C(O)CC(O)(CC(=O)O)C(=O)O, CN(CC(CCN1CCC(c2ccsc2C(F)(F)F)CC1)c1ccc(Cl)c(Cl)c1)C(=O)c1cc(C#N)cc2ccccc12. Reaction SMILES: [C:45]([O-:46])(=[O:47])[CH3:48].[C:50]([CH2:51][C:52]([OH:53])([C:54](=[O:55])[O-:56])[CH2:57][C:58](=[O:59])[O-:60])(=[O:61])[O-:62].[CH3:63][C:64](=[O:65])[OH:66].[Cl:1][c:2]1[cH:3][c:4]([CH:9]([CH2:10][N:11]([C:12](=[O:13])[c:14]2[cH:15][c:16]([C:24]#[N:25])[cH:17][c:18]3[cH:19][cH:20][cH:21][cH:22][c:23]23)[CH3:26])[CH2:27][CH:28]=[O:29])[cH:5][cH:6][c:7]1[Cl:8].[F:30][C:31]([c:32]1[s:33][cH:34][cH:35][c:36]1[CH:37]1[CH2:38][CH2:39][NH:40][CH2:41][CH2:42]1)([F:43])[F:44].[Na+:49]>>[C:50]([CH2:51][C:52]([OH:53])([C:54](=[O:55])[OH:56])[CH2:57][C:58](=[O:59])[OH:60])(=[O:61])[OH:62].[Cl:1][c:2]1[cH:3][c:4]([CH:9]([CH2:10][N:11]([C:12](=[O:13])[c:14]2[cH:15][c:16]([C:24]#[N:25])[cH:17][c:18]3[cH:19][cH:20][cH:21][cH:22][c:23]23)[CH3:26])[CH2:27][CH2:28][N:40]2[CH2:39][CH2:38][CH:37]([c:36]3[c:32]([C:31]([F:30])([F:43])[F:44])[s:33][cH:34][cH:35]3)[CH2:42][CH2:41]2)[cH:5][cH:6][c:7]1[Cl:8].